Dataset: the Open Reaction Database (ORD), a public repository of structured organic reaction records. Task: describe an organic reaction: reactants, conditions, products, and yield Reactants: C([O-])([O-])=O.[Na+].[Na+] (sodium carbonate), [Fe-3](C#N)(C#N)(C#N)(C#N)(C#N)C#N.[K+].[K+].[K+] (potassium ferricyanide), 1-n-butyl-3-(4'-N,N-diethylamino)phenyl urea, [Fe-3](C#N)(C#N)(C#N)(C#N)(C#N)C#N.[K+].[K+].[K+] (potassium ferricyanide), 3-butyl-1-[4'-N,N-diethylamino-2'-(2-benzoyl-o-methoxyacetanilidyl)]phenyl urea, [Fe-3](C#N)(C#N)(C#N)(C#N)(C#N)C#N.[K+].[K+].[K+] (potassium ferricyanide), [Fe-3](C#N)(C#N)(C#N)(C#N)(C#N)C#N.[K+].[K+].[K+] (potassium ferricyanide), ClCCl (dichloromethane), [Fe-4](C#N)(C#N)(C#N)(C#N)(C#N)C#N.[K+].[K+].[K+].[K+].[Fe-3](C#N)(C#N)(C#N)(C#N)(C#N)C#N.[K+].[K+].[K+] (potassium ferrocyanide potassium ferricyanide). Run in O (water), O (water). Conditions: time 15 minute. The product is C([O-])([O-])=O.[Na+].[Na+] (sodium carbonate), [Fe-4](C#N)(C#N)(C#N)(C#N)(C#N)C#N.[K+].[K+].[K+].[K+] (potassium ferrocyanide), [Fe-3](C#N)(C#N)(C#N)(C#N)(C#N)C#N.[K+].[K+].[K+] (potassium ferricyanide). RXN SMILES: ClCCl.[C:4](=[O:7])([O-:6])[O-:5].[Na+:8].[Na+].[Fe-4:10]([C:21]#[N:22])([C:19]#[N:20])([C:17]#[N:18])([C:15]#[N:16])([C:13]#[N:14])[C:11]#[N:12].[K+:23].[K+].[K+].[K+].[Fe-3:27]([C:38]#[N:39])([C:36]#[N:37])([C:34]#[N:35])([C:32]#[N:33])([C:30]#[N:31])[C:28]#[N:29].[K+].[K+].[K+].[Fe-3](C#N)(C#N)(C#N)(C#N)(C#N)C#N.[K+].[K+].[K+]>O>[C:4](=[O:5])([O-:7])[O-:6].[Na+:8].[Na+:8].[Fe-4:10]([C:19]#[N:20])([C:15]#[N:16])([C:11]#[N:12])([C:13]#[N:14])([C:17]#[N:18])[C:21]#[N:22].[K+:23].[K+:23].[K+:23].[K+:23].[Fe-3:27]([C:36]#[N:37])([C:32]#[N:33])([C:28]#[N:29])([C:30]#[N:31])([C:34]#[N:35])[C:38]#[N:39].[K+:23].[K+:23].[K+:23] |f:1.2.3,4.5.6.7.8.9.10.11.12,13.14.15.16,18.19.20,21.22.23.24.25,26.27.28.29|. Procedure details: Coupler F (5.65 g, 20.98 mmol) was stirred vigorously for 15 minutes with 300 ml dichloromethane. Blocked developer 1-n-butyl-3-(4'-N,N-diethylamino)phenyl urea (5.194 g 19.72 mmol) was ground to a fine powder in a mortar and added to the reaction mixture. A solution of sodium carbonate (40 g, 378.94 mmol) in 800 ml of water was prepared. A solution of potassium ferrocyanide (15.08 g, 35.70 mmol) and potassium ferricyanide (1.32 g, 4.0 mmol) in 200 ml water was prepared. The sodium carbonate sol... Reactants: ClC=1OC2=C(N1)C=CC=C2Cl (2,7-dichlorobenzooxazole), C1CCC(CC1)C[C@@H](C(=O)O)N (L-cyclohexylalanine), Cl.Cl.FC1=CC=C(C=C1)NCCN (N1-(4-Fluoro-phenyl)-ethane-1,2-diamine-2HCl). Product: ClC1=CC=CC=2N=C(OC21)N[C@H](C(=O)NCCNC2=CC=C(C=C2)F)CC2CCCCC2 (2-(S)-(7-Chloro-benzooxazol-2-ylamino)-3-cyclohexyl-N-[2-(4-fluoro-phenylamino)-ethyl]-propionamide). As a reaction SMILES: Cl[C:2]1[O:3][C:4]2[C:10]([Cl:11])=[CH:9][CH:8]=[CH:7][C:5]=2[N:6]=1.[CH2:12]1[CH2:17][CH2:16][CH:15]([CH2:18][C@H:19]([NH2:23])[C:20]([OH:22])=O)[CH2:14][CH2:13]1.Cl.Cl.[F:26][C:27]1[CH:32]=[CH:31][C:30]([NH:33][CH2:34][CH2:35][NH2:36])=[CH:29][CH:28]=1>>[Cl:11][C:10]1[C:4]2[O:3][C:2]([NH:23][C@@H:19]([CH2:18][CH:15]3[CH2:14][CH2:13][CH2:12][CH2:17][CH2:16]3)[C:20]([NH:36][CH2:35][CH2:34][NH:33][C:30]3[CH:31]=[CH:32][C:27]([F:26])=[CH:28][CH:29]=3)=[O:22])=[N:6][C:5]=2[CH:7]=[CH:8][CH:9]=1 |f:2.3.4|. Reported procedure: The title compound was prepared from 2,7-dichlorobenzooxazole, L-cyclohexylalanine and N1-(4-Fluoro-phenyl)-ethane-1,2-diamine-2HCl using the procedure analogous to that described in example 2. 1H NMR (DMSO-d6, 400 MHz) δ 8.45 (d, 1H, J=8.0 Hz), 8.17 (t, 1H, J=5.6 Hz), 7.13 (dd, 1H, J=1.2 Hz, J=7.6 Hz), 7.06 (dd, 1H, J=7.6 Hz), 7.00 (dd, 1H, J=7.6 Hz, J=1.2 Hz), 6.84(m, 2H), 6.51(m, 2H), 4.19(m, 1H), 3.15(m, 2H), 2.98(m, 2H), 1.55(m, 7H), 1.30(m, 1H), 1.05(m, 3H), 0.83(m, 2H). HPLC-MS calcd. for...